This data is from the Open Reaction Database (ORD), a public repository of structured organic reaction records. The task is: describe an organic reaction: reactants, conditions, products, and yield The reactants are NC1=NC(=CC=C1[N+](=O)[O-])C (2-amino-6-methyl-3-nitropyridine), S(O)(O)(=O)=O (sulfuric acid), N(=O)[O-].[Na+] (sodium nitrite). The solvent is O (water), O (water). Yields the product CC1=CC=C(C(N1)=O)[N+](=O)[O-] (6-methyl-3-nitro-2-pyridone). RXN SMILES: N[C:2]1[C:7]([N+:8]([O-:10])=[O:9])=[CH:6][CH:5]=[C:4]([CH3:11])[N:3]=1.S(=O)(=O)(O)[OH:13].N([O-])=O.[Na+]>O>[CH3:11][C:4]1[NH:3][C:2](=[O:13])[C:7]([N+:8]([O-:10])=[O:9])=[CH:6][CH:5]=1 |f:2.3|. Reported procedure: A solution of 24 g. of 2-amino-6-methyl-3-nitropyridine in 25 ml. of concentrated sulfuric acid and 380 ml. of water was cooled to 0° C. and treated with 11 g. of sodium nitrite in 25 ml. of water. The temperature spontaneously rose to 45° C. After cooling, the precipitate of 6-methyl-3-nitro-2-pyridone was collected (m.p. 222°-223° C.) and used directly in the next step.